Dataset: the Open Reaction Database (ORD), a public repository of structured organic reaction records. Task: describe an organic reaction: reactants, conditions, products, and yield The reactants are OC1=CC2=C(CCN(CC2)C(=O)OC(C)(C)C)C=C1NS(=O)(=O)C (1,1-dimethylethyl 7-hydroxy-8-[(methylsulfonyl)amino]-1,2,4,5-tetrahydro-3H-3-benzazepine-3-carboxylate), BrCCBr (1,2-dibromoethane), C([O-])([O-])=O.[K+].[K+] (potassium carbonate). Solvent: CC(=O)C.O (acetone water). Yields the product CS(=O)(=O)N1CCOC=2C1=CC1=C(CCN(CC1)C(=O)OC(C)(C)C)C2 (1,1-dimethylethyl 4-(methylsulfonyl)-3,4,6,7,9,10-hexahydro[1,4]oxazino[2,3-h][3]benzazepine-8(2H)-carboxylate). RXN SMILES: [OH:1][C:2]1[C:19]([NH:20][S:21]([CH3:24])(=[O:23])=[O:22])=[CH:18][C:5]2[CH2:6][CH2:7][N:8]([C:11]([O:13][C:14]([CH3:17])([CH3:16])[CH3:15])=[O:12])[CH2:9][CH2:10][C:4]=2[CH:3]=1.Br[CH2:26][CH2:27]Br.C(=O)([O-])[O-].[K+].[K+]>CC(C)=O.O>[CH3:24][S:21]([N:20]1[C:19]2=[CH:18][C:5]3[CH2:6][CH2:7][N:8]([C:11]([O:13][C:14]([CH3:17])([CH3:16])[CH3:15])=[O:12])[CH2:9][CH2:10][C:4]=3[CH:3]=[C:2]2[O:1][CH2:27][CH2:26]1)(=[O:23])=[O:22] |f:2.3.4,5.6|. Procedure: 1,1-dimethylethyl 7-hydroxy-8-[(methylsulfonyl)amino]-1,2,4,5-tetrahydro-3H-3-benzazepine-3-carboxylate (0.55 g) and 1,2-dibromoethane (0.23 ml) in the presence of potassium carbonate (0.4 g) were heated in acetone/water (1/1, 8 ml) for 6 h at reflux. Volatiles were evaporated under reduced pressure, the residue was partitioned between aqueous NaHCO3 and DCM. The organic layer was collected and the aqueous phase extracted twice with DCM. The combined organic layers were concentrated and submitte... Reactants: CO, ClCCCCOc1cccnc1, [NH4+], [OH-]. Product: NCCCCOc1cccnc1. As a reaction SMILES: [CH3:15][OH:16].[Cl:1][CH2:2][CH2:3][CH2:4][CH2:5][O:6][c:7]1[cH:8][n:9][cH:10][cH:11][cH:12]1.[NH4+:13].[OH-:14]>>[CH2:2]([CH2:3][CH2:4][CH2:5][O:6][c:7]1[cH:8][n:9][cH:10][cH:11][cH:12]1)[NH2:13].